This data is from the Open Reaction Database (ORD), a public repository of structured organic reaction records. The task is: describe an organic reaction: reactants, conditions, products, and yield The reactants are COC=1C=C2C(=CC(NC2=CC1)=O)C (6-methoxy-4-methyl-2-quinolone), S(=O)(=O)(Cl)Cl (sulfuryl chloride), two. Solvent: C(C)(=O)O (acetic acid), C(C)(=O)O (acetic acid). Reaction conditions: temperature 70 celsius, time 15 minute. Yields the product COC=1C(=C2C(=CC(NC2=CC1)=O)C)Cl (6-Methoxy-5-chloro-4-methyl-2-quinolone). As a reaction SMILES: [CH3:1][O:2][C:3]1[CH:4]=[C:5]2[C:10](=[CH:11][CH:12]=1)[NH:9][C:8](=[O:13])[CH:7]=[C:6]2[CH3:14].S(Cl)([Cl:18])(=O)=O>C(O)(=O)C>[CH3:1][O:2][C:3]1[C:4]([Cl:18])=[C:5]2[C:10](=[CH:11][CH:12]=1)[NH:9][C:8](=[O:13])[CH:7]=[C:6]2[CH3:14]. Procedure: In a 250 ml, three-necked round bottom flask equipped with a mechanical stirrer, thermowatch, and addition funnel was placed glacial acetic acid (125 ml) and 6-methoxy-4-methyl-2-quinolone (15.78 g, 0.0834 moles). This was heated to 70° C., then a solution of sulfuryl chloride (13.5 g, 0.100 moles) and glacial acetic acid (10 ml) was added over 50 minutes. Reaction temperature held between 70-75° C. and product precipitated from solution about one third through the addition. The slurry was stirr... As a reaction SMILES: Cl[C:2]1[N:10]=[C:9]([NH:11]C=O)[N:8]=[C:7]2[C:3]=1[N:4]=[CH:5][N:6]2[O:14][CH:15]([CH2:27][OH:28])[CH2:16][O:17][CH2:18][P:19]([O:24][CH2:25][CH3:26])([O:21][CH2:22][CH3:23])=[O:20].[NH3:29]>>[NH2:11][C:9]1[N:8]=[C:7]2[C:3]([N:4]=[CH:5][N:6]2[O:14][CH:15]([CH2:27][OH:28])[CH2:16][O:17][CH2:18][P:19]([O:24][CH2:25][CH3:26])([O:21][CH2:22][CH3:23])=[O:20])=[C:2]([NH2:29])[N:10]=1. Reported procedure: A solution of 6-chloro-9-[1-(diethoxyphosphorylmethoxy)-3-hydroxyprop-2-oxy]-2-formamidopurine (400 mg, 0.91 mmol) in saturated ethanolic ammonia (20 ml) was placed in an autoclave and kept at 110° C. for 5 h. After cooling, the solvent was evaporated in vacuo and the residue chromatographed on silica, eluting with chloroform-methanol 10:1, affording 2,6-diamino-9-[1-(diethoxyphosphorylmethoxy)-3-hydroxyprop-2-oxy]purine (100 mg, 28%) as an oil. νmax (CHCl3) 3500, 3400, 1620 and 1600 cm-1 ; δH [... The reactants are ClC1=C2N=CN(C2=NC(=N1)NC=O)OC(COCP(=O)(OCC)OCC)CO (6-chloro-9-[1-(diethoxyphosphorylmethoxy)-3-hydroxyprop-2-oxy]-2-formamidopurine), N (ammonia). Product: NC1=NC(=C2N=CN(C2=N1)OC(COCP(=O)(OCC)OCC)CO)N (2,6-diamino-9-[1-(diethoxyphosphorylmethoxy)-3-hydroxyprop-2-oxy]purine). Run at time 5 hour. Yield: 28.0%. Starting materials: CC(=O)O[BH-](OC(C)=O)OC(C)=O, ClCCCl, CC(C)(C)OC(=O)N1CCC(=O)C(OCCCF)C1, NCc1ccccc1, [Na+]. Yields the product CC(C)(C)OC(=O)N1CCC(NCc2ccccc2)C(OCCCF)C1. As a reaction SMILES: [C:28]([O:29][BH-:30]([O:31][C:32](=[O:33])[CH3:34])[O:35][C:36](=[O:37])[CH3:38])(=[O:39])[CH3:40].[Cl:42][CH2:43][CH2:44][Cl:45].[F:1][CH2:2][CH2:3][CH2:4][O:5][CH:6]1[CH2:7][N:8]([C:13](=[O:14])[O:15][C:16]([CH3:17])([CH3:18])[CH3:19])[CH2:9][CH2:10][C:11]1=[O:12].[NH2:20][CH2:21][c:22]1[cH:23][cH:24][cH:25][cH:26][cH:27]1.[Na+:41]>>[F:1][CH2:2][CH2:3][CH2:4][O:5][CH:6]1[CH2:7][N:8]([C:13](=[O:14])[O:15][C:16]([CH3:17])([CH3:18])[CH3:19])[CH2:9][CH2:10][CH:11]1[NH:20][CH2:21][c:22]1[cH:23][cH:24][cH:25][cH:26][cH:27]1. Starting materials: C([O-])(O)=O (bicarbonate), BrC1=C(C(=CC(=C1)N)C(F)(F)F)N (2-Bromo-6-trifluoromethyl-benzene-1,4-diamine), BrCCOCCBr (bis-(2-bromoethyl)ether), C(C)(C)N(C(C)C)CC (N,N-diisopropyl-ethylamine). Run in CN(C=O)C (N,N-dimethylformamide). Run at temperature 180 celsius. The product is BrC1=C(C(=CC(=C1)N1CCOCC1)C(F)(F)F)N (2-Bromo-4-morpholin-4-yl-6-trifluoromethyl-phenylamine). Yield: 63.0%. Reaction SMILES: [Br:1][C:2]1[CH:7]=[C:6]([NH2:8])[CH:5]=[C:4]([C:9]([F:12])([F:11])[F:10])[C:3]=1[NH2:13].Br[CH2:15][CH2:16][O:17][CH2:18][CH2:19]Br.C(N(CC)C(C)C)(C)C.C(=O)(O)[O-]>CN(C)C=O>[Br:1][C:2]1[CH:7]=[C:6]([N:8]2[CH2:19][CH2:18][O:17][CH2:16][CH2:15]2)[CH:5]=[C:4]([C:9]([F:12])([F:11])[F:10])[C:3]=1[NH2:13]. Reported procedure: 2-Bromo-6-trifluoromethyl-benzene-1,4-diamine (2.21 g), bis-(2-bromoethyl)ether (1.30 mL) and N,N-diisopropyl-ethylamine (4.64 mL) were mixed in N,N-dimethylformamide (19 mL) and heated to 180° C. for 30 minutes in a sealed microwave process vial. Saturated aqueous bicarbonate (100 mL) was added and the crude mixture was extracted with ethyl acetate (100 mL). The organic phase was washed with water (100 mL) and brine (100 mL), dried over sodium sulfate and concentrated in vacuo. The crude produc...